This data is from the Open Reaction Database (ORD), a public repository of structured organic reaction records. The task is: describe an organic reaction: reactants, conditions, products, and yield The reactants are Cl (HCl), ClC=1C(=C(C=CC1)NC1=NC=NC2=CC(=C(C=C12)CNC1(CCOCC1)C(=O)O)OC)F (4-[({4-[(3-chloro-2-fluorophenyl)amino]-7-methoxyquinazolin-6-yl}methyl)amino]tetrahydro-2H-pyran-4-carboxylic acid), C(C)=O (acetaldehyde), S(=O)(=O)([O-])[O-].[Mg+2] (magnesium sulfate), C(#N)[BH3-].[Na+] (Sodium cyanoborohydride). Solvent: C(C)OCC (diethyl ether), CO (methanol). Run at temperature 40 celsius. Yields the product ClC=1C(=C(C=CC1)NC1=NC=NC2=CC(=C(C=C12)CN(C1(CCOCC1)C(=O)O)CC)OC)F (4-[({4-[(3-chloro-2-fluorophenyl)amino]-7-methoxyquinazolin-6-yl}methyl)(ethyl)amino]tetrahydro-2H-pyran-4-carboxylic acid). Isolated yield 62.9%. RXN SMILES: Cl.[Cl:2][C:3]1[C:4]([F:33])=[C:5]([NH:9][C:10]2[C:19]3[C:14](=[CH:15][C:16]([O:31][CH3:32])=[C:17]([CH2:20][NH:21][C:22]4([C:28]([OH:30])=[O:29])[CH2:27][CH2:26][O:25][CH2:24][CH2:23]4)[CH:18]=3)[N:13]=[CH:12][N:11]=2)[CH:6]=[CH:7][CH:8]=1.[CH:34](=O)[CH3:35].S([O-])([O-])(=O)=O.[Mg+2].C([BH3-])#N.[Na+]>C(OCC)C.CO>[Cl:2][C:3]1[C:4]([F:33])=[C:5]([NH:9][C:10]2[C:19]3[C:14](=[CH:15][C:16]([O:31][CH3:32])=[C:17]([CH2:20][N:21]([CH2:34][CH3:35])[C:22]4([C:28]([OH:30])=[O:29])[CH2:27][CH2:26][O:25][CH2:24][CH2:23]4)[CH:18]=3)[N:13]=[CH:12][N:11]=2)[CH:6]=[CH:7][CH:8]=1 |f:3.4,5.6|. Procedure: 1M HCl in diethyl ether (1.4 ml) was added to a stirred suspension of 4-[({4-[(3-chloro-2-fluorophenyl)amino]-7-methoxyquinazolin-6-yl}methyl)amino]tetrahydro-2H-pyran-4-carboxylic acid (0.66 g, 1.43 mmol), acetaldehyde (1.6 ml, 28.6 mmol) and anhydrous magnesium sulfate (0.34 g, 2.83 mmol) in methanol (10 ml). Sodium cyanoborohydride (0.36 g, 5.71 mmol) was added and the resulting mixture heated at 40° C. for 4 hours. The reaction mixture was then filtered and evaporated. The residues were puri... The reactants are [Na].C(C)OC(C(CC(=O)OCC)=O)=O (2-Oxo-succinic acid diethyl ester monosodium salt), Cl.COC=1C=C(C=CC1)NN ((3-Methoxy-phenyl)-hydrazine hydrochloride). The solvent is O (water), C(C)(=O)O (acetic acid). Conditions: temperature 100 celsius. The product is C(C)OC(=O)C1=NN(C(=C1)O)C1=CC(=CC=C1)OC (5-Hydroxy-1-(3-methoxy-phenyl)-1H-pyrazole-3-carboxylic acid ethyl ester). RXN SMILES: [Na].C(O[C:5](=[O:14])[C:6](=O)[CH2:7][C:8]([O:10][CH2:11][CH3:12])=[O:9])C.Cl.[CH3:16][O:17][C:18]1[CH:19]=[C:20]([NH:24][NH2:25])[CH:21]=[CH:22][CH:23]=1>C(O)(=O)C.O>[CH2:11]([O:10][C:8]([C:7]1[CH:6]=[C:5]([OH:14])[N:24]([C:20]2[CH:21]=[CH:22][CH:23]=[C:18]([O:17][CH3:16])[CH:19]=2)[N:25]=1)=[O:9])[CH3:12] |f:0.1,2.3,^1:0|. Reported procedure: To a solution of 1.2 g of 2-Oxo-succinic acid diethyl ester monosodium salt in 10 ml acetic acid, 900 mg of (3-Methoxy-phenyl)-hydrazine hydrochloride was added and the reaction mixture was heated to 100° C. for 2 h. Then, the reaction mixture was diluted with water and extracted with ethylacetate. The organic phase was dried over MgSO4 and the solvents were removed under reduced pressure. The crude product was purified by chromatography on silica gel eluting with a gradient of n-heptane/ethyl a... Starting materials: [Br-], O=Cc1ccc(Br)cc1, Brc1ccc(C[P+](c2ccccc2)(c2ccccc2)c2ccccc2)cc1, C1CCOC1, CC(C)(C)[O-], [K+]. The product is Brc1ccc(C=Cc2ccc(Br)cc2)cc1. As a reaction SMILES: [Br-:1].[Br:29][c:30]1[cH:31][cH:32][c:33]([CH:34]=[O:35])[cH:36][cH:37]1.[Br:2][c:3]1[cH:4][cH:5][c:6]([CH2:7][P+:8]([c:9]2[cH:10][cH:11][cH:12][cH:13][cH:14]2)([c:15]2[cH:16][cH:17][cH:18][cH:19][cH:20]2)[c:21]2[cH:22][cH:23][cH:24][cH:25][cH:26]2)[cH:27][cH:28]1.[CH2:44]1[O:45][CH2:46][CH2:47][CH2:48]1.[CH3:38][C:39]([CH3:40])([O-:41])[CH3:42].[K+:43]>>[Br:2][c:3]1[cH:4][cH:5][c:6]([CH:7]=[CH:34][c:33]2[cH:32][cH:31][c:30]([Br:29])[cH:37][cH:36]2)[cH:27][cH:28]1. Starting materials: O1CCCC1 (tetrahydrofuran), Cl.NC1=NC(=NC2=CC(=C(C=C12)OC)OC)N1CCNCC1 (4-amino-6,7-dimethoxy-2-(1-piperazinyl)quinazoline hydrochloride), CC(C(=O)Cl)=CC (2,3-dimethylacryloyl chloride). The solvent is C(C)N(CC)CC (triethylamine). Conditions: time 20 minute. Product: NC1=NC(=NC2=CC(=C(C=C12)OC)OC)N1CCN(CC1)C(C(=CC)C)=O (4-Amino-2-[4-(2,3-dimethylacryloyl)-1-piperazinyl]-6,7-dimethoxyquinazoline). Yield: 47.4%. Reaction SMILES: O1CCCC1.Cl.[NH2:7][C:8]1[C:17]2[C:12](=[CH:13][C:14]([O:20][CH3:21])=[C:15]([O:18][CH3:19])[CH:16]=2)[N:11]=[C:10]([N:22]2[CH2:27][CH2:26][NH:25][CH2:24][CH2:23]2)[N:9]=1.[CH3:28][C:29](=[CH:33][CH3:34])[C:30](Cl)=[O:31]>C(N(CC)CC)C>[NH2:7][C:8]1[C:17]2[C:12](=[CH:13][C:14]([O:20][CH3:21])=[C:15]([O:18][CH3:19])[CH:16]=2)[N:11]=[C:10]([N:22]2[CH2:27][CH2:26][N:25]([C:30](=[O:31])[C:29]([CH3:28])=[CH:33][CH3:34])[CH2:24][CH2:23]2)[N:9]=1 |f:1.2|. Reported procedure: To 20 ml of tetrahydrofuran were added 2.4 g of 4-amino-6,7-dimethoxy-2-(1-piperazinyl)quinazoline hydrochloride and 2.6 g of triethylamine, after which the mixture was stirred for 20 minutes. There was then added 0.7 g of 2,3-dimethylacryloyl chloride, after which the mixture was stirred at room temperature for 12 hours. The crystals which were produced were collected by filtration, washed with water and recrystallized from ethanol, to give 1.04 g of the desired Compound No. 3 in the form of pa... Reactants: C(C)(=O)OC/C(=C/CC/C(=C/C(=O)O)/C)/CC\C=C(\CCC=C(C)C)/C ((E,E,E)-7-acetoxymethyl-3,11,15-trimethyl-2,6,10,14-hexadecatetraenoic acid), C(C)NCC (diethylamine), acid chloride, C(C(=O)Cl)(=O)Cl (oxalyl chloride). RXN SMILES: [C:1]([O:4][CH2:5]/[C:6](/[CH2:16][CH2:17]/[CH:18]=[C:19](\[CH3:26])/[CH2:20][CH2:21][CH:22]=[C:23]([CH3:25])[CH3:24])=[CH:7]/[CH2:8][CH2:9]/[C:10](/[CH3:15])=[CH:11]/[C:12]([OH:14])=O)(=[O:3])[CH3:2].C(Cl)(=O)C(Cl)=O.[CH2:33]([NH:35][CH2:36][CH3:37])[CH3:34]>>[CH2:33]([N:35]([CH2:36][CH3:37])[C:12](=[O:14])/[CH:11]=[C:10](\[CH3:15])/[CH2:9][CH2:8]/[CH:7]=[C:6](/[CH2:5][O:4][C:1](=[O:3])[CH3:2])\[CH2:16][CH2:17]/[CH:18]=[C:19](\[CH3:26])/[CH2:20][CH2:21][CH:22]=[C:23]([CH3:25])[CH3:24])[CH3:34]. Reported procedure: Following the same manner as in Example 12, 1.0 g of (E,Z,E) and (E,E,E)-7-acetoxymethyl-3,11,15-trimethyl-2,6,10,14-hexadecatetraenoic acid was converted to the corresponding acid chloride with 1.5 ml of oxalyl chloride and the reaction with 1.0 ml of diethylamine afforded 820 mg of the end product. Product: C(C)N(C(\C=C(\CC\C=C(/CC\C=C(\CCC=C(C)C)/C)\COC(C)=O)/C)=O)CC ((E,E,E)-N,N-diethyl-7-acetoxymethyl-3,11,15-trimethyl-2,6,10,14-hexadecatetraenamide). Starting materials: C(C)(C)(C)OC(=O)N1CCC(CC1)=CC1=NC2=CC=CC=C2C=C1 (1-tert-Butoxycarbonyl-4-(2-quinolylmethylene)piperidine), C(=O)(C(F)(F)F)O (TFA). Solvent: ClCCl (dichloromethane). Run at time 2.5 hour. Product: N1=C(C=CC2=CC=CC=C12)C=C1CCNCC1 (4-(2-quinolylmethylene)piperidine). As a reaction SMILES: C(OC([N:8]1[CH2:13][CH2:12][C:11](=[CH:14][C:15]2[CH:24]=[CH:23][C:22]3[C:17](=[CH:18][CH:19]=[CH:20][CH:21]=3)[N:16]=2)[CH2:10][CH2:9]1)=O)(C)(C)C.C(O)(C(F)(F)F)=O>ClCCl>[N:16]1[C:17]2[C:22](=[CH:21][CH:20]=[CH:19][CH:18]=2)[CH:23]=[CH:24][C:15]=1[CH:14]=[C:11]1[CH2:10][CH2:9][NH:8][CH2:13][CH2:12]1. Procedure details: 1-tert-Butoxycarbonyl-4-(2-quinolylmethylene)piperidine (17.6 g) was dissolved in dichloromethane (60 ml), and TFA (60 ml) was added to the solution under cooling on ice. The mixture was stirred for 2.5 hours at room temperature and concentrated under reduced pressure. A saturated solution of sodium hydrogencarbonate was added to the residue to neutralize, and the mixture was then extracted with chloroform. The organic phase was dried over sodium sulfate anhydrate and concentrated under reduced ... Starting materials: CC(=C)COCOC (2-methyl-4,6-dioxa-1-heptene), C(C)O[SiH](OCC)OCC (triethoxysilane). The reagents and catalysts are O.Cl.Cl.Cl[Pt](Cl)(Cl)Cl (hexachloroplatinic(IV) acid hydrate). Run in O1CCCC1 (tetrahydrofuran). The product is COCOCC(C[Si](OCC)(OCC)OCC)C ((3-(methoxymethoxy)-2-methylpropyl)triethoxysilane). Isolated yield 39.9%. Reaction SMILES: [CH3:1][C:2]([CH2:4][O:5][CH2:6][O:7][CH3:8])=[CH2:3].[CH2:9]([O:11][SiH:12]([O:16][CH2:17][CH3:18])[O:13][CH2:14][CH3:15])[CH3:10]>O.Cl.Cl.Cl[Pt](Cl)(Cl)Cl.O1CCCC1>[CH3:8][O:7][CH2:6][O:5][CH2:4][CH:2]([CH3:1])[CH2:3][Si:12]([O:16][CH2:17][CH3:18])([O:13][CH2:14][CH3:15])[O:11][CH2:9][CH3:10] |f:2.3.4.5|. Reported procedure: Into a 200-ml flask, 5.81 g (50% by mol) of 2-methyl-4,6-dioxa-1-heptene, 0.026 g (0.05% by mol) of hexachloroplatinic(IV) acid hydrate, and 100 g of tetrahydrofuran were charged. Into the mixed solution, 10.68 g (65% by mol) of triethoxysilane was added dropwise under a nitrogen stream with stirring with a magnetic stirrer. After the addition, the mixture was reacted at ambient temperature for 24 hours. Then, the reaction mixture was distilled to afford 5.60 g of (3-(methoxymethoxy)-2-methylpro...